Dataset: the Open Reaction Database (ORD), a public repository of structured organic reaction records. Task: describe an organic reaction: reactants, conditions, products, and yield Reactants: C1(=CC=CC=C1)P(C1=CC=CC=C1)C1=CC=CC=C1 (triphenyl phosphine), BrC1=CC=C(C=C1)Cl (1-bromo-4-chlorobenzene), C(CC=C)O (3-buten-1-ol). The reagents and catalysts are C(C)(=O)[O-].[Pd+2].C(C)(=O)[O-] (palladium (II) acetate), C(C)(=O)[O-].[Pd+2].C(C)(=O)[O-] (palladium (II) acetate). The solvent is C(C)N(CC)CC (triethylamine), C(C)#N (acetonitrile). Conditions: temperature 100 celsius. Product: ClC1=CC=C(C=C1)/C=C/CCO (trans-4-(4'-Chlorophenyl)-3-buten-1-ol). Yield: 52.0%. Reaction SMILES: C1(P(C2C=CC=CC=2)C2C=CC=CC=2)C=CC=CC=1.Br[C:21]1[CH:26]=[CH:25][C:24]([Cl:27])=[CH:23][CH:22]=1.[CH2:28]([OH:32])[CH2:29][CH:30]=[CH2:31]>C(N(CC)CC)C.C(#N)C.C([O-])(=O)C.[Pd+2].C([O-])(=O)C>[Cl:27][C:24]1[CH:25]=[CH:26][C:21](/[CH:31]=[CH:30]/[CH2:29][CH2:28][OH:32])=[CH:22][CH:23]=1 |f:5.6.7|. Reported procedure: To a suspension of triphenyl phosphine (2.1 g, 8.0 mmole) in 300 ml of triethylamine and 30 ml of acetonitrile under nitrogen is added successively palladium (II) acetate (0.45 g, 2.0 mmole), 1-bromo-4-chlorobenzene (19.1 g, 110 mmole) and 3-buten-1-ol (7.21 g, 100 mmole) in a pressure tube. The tube is sealed and heated in an oil bath to 100° C. for 24 hr. The tube is opened under nitrogen, charged with additional palladium (II) acetate, resealed and heated 20 hr longer at 100°-120° C. The mixt... The reactants are O=C1CC12CCN(Cc1ccccc1)CC2, [O-][Cl+3]([O-])([O-])O, [Na+], [Na+], O=C([O-])[O-], C1CCOC1, O. Yields the product OCC1(O)CCN(Cc2ccccc2)CC1. Reaction SMILES: [CH2:7]([c:8]1[cH:9][cH:10][cH:11][cH:12][cH:13]1)[N:14]1[CH2:15][CH2:16][C:17]2([CH2:18][C:19]2=[O:20])[CH2:21][CH2:22]1.[Cl+3:2]([OH:3])([O-:4])([O-:5])[O-:6].[Na+:23].[Na+:24].[O-:25][C:26](=[O:27])[O-:28].[O:29]1[CH2:30][CH2:31][CH2:32][CH2:33]1.[OH2:1]>>[CH2:7]([c:8]1[cH:9][cH:10][cH:11][cH:12][cH:13]1)[N:14]1[CH2:15][CH2:16][C:17]([CH2:19][OH:20])([OH:25])[CH2:21][CH2:22]1. Starting materials: CN(C)C1=NC=CC=C1 (dimethylaminopyridine), C(C)(C)OC(N[C@H]1CC2=C(NC=3C=CC(=CC23)C#N)C1)=O ((S)-(7-cyano-1,2,3,4-tetrahydro-cyclopenta[b]indol-2-yl)-carbamic acid isopropyl ester), C([O-])([O-])=O.[Cs+].[Cs+] (cesium carbonate), BrCC=1C(=NC=CC1)N1C(C2=CC=CC=C2C1=O)=O (2-(3-bromomethyl-pyridin-2-yl)-isoindole-1,3-dione). Solvent: CS(=O)C (dimethyl sulfoxide). Product: C(C)(C)OC(N[C@H]1CC2=C(N(C=3C=CC(=CC23)C#N)CC=2C(=NC=CC2)N2C(C3=CC=CC=C3C2=O)=O)C1)=O ({(S)-7-Cyano-4-[2-(1,3-dioxo-1,3-dihydro-isoindol-2-yl)-pyridin-3-ylmethyl]-1,2,3,4-tetrahydro-cyclopenta[b]indol-2-yl}-carbamic acid isopropyl ester). Reaction SMILES: [CH:1]([O:4][C:5](=[O:21])[NH:6][C@@H:7]1[CH2:20][C:10]2[NH:11][C:12]3[CH:13]=[CH:14][C:15]([C:18]#[N:19])=[CH:16][C:17]=3[C:9]=2[CH2:8]1)([CH3:3])[CH3:2].Br[CH2:23][C:24]1[C:25]([N:30]2[C:38](=[O:39])[C:37]3[C:32](=[CH:33][CH:34]=[CH:35][CH:36]=3)[C:31]2=[O:40])=[N:26][CH:27]=[CH:28][CH:29]=1.C(=O)([O-])[O-].[Cs+].[Cs+].CN(C1C=CC=CN=1)C>CS(C)=O>[CH:1]([O:4][C:5](=[O:21])[NH:6][C@@H:7]1[CH2:20][C:10]2[N:11]([CH2:23][C:24]3[C:25]([N:30]4[C:31](=[O:40])[C:32]5[C:37](=[CH:36][CH:35]=[CH:34][CH:33]=5)[C:38]4=[O:39])=[N:26][CH:27]=[CH:28][CH:29]=3)[C:12]3[CH:13]=[CH:14][C:15]([C:18]#[N:19])=[CH:16][C:17]=3[C:9]=2[CH2:8]1)([CH3:3])[CH3:2] |f:2.3.4|. Reported procedure: Dissolve (S)-(7-cyano-1,2,3,4-tetrahydro-cyclopenta[b]indol-2-yl)-carbamic acid isopropyl ester (20 g, 70.59 mmoles; ee>98%, 2nd isomer on Chiracel OJ, 0.2% DMEA in Hexane/EtOH [80:20]) in dimethyl sulfoxide (160 mL) and add 2-(3-bromomethyl-pyridin-2-yl)-isoindole-1,3-dione (29.8 g, 84.71 mmol). Stir the mixture until a clear solution is obtained. Add cesium carbonate (46.4 g, 141.18 mmoles) and dimethylaminopyridine (875.5 mg, 7.06 mmol) in one portion. Stir the resulting mixture at 22/24° C. ... Reactants: IC=1C(=C2C=CN3C2=C(C1)CNCC3=O)C (6-iodo-7-methyl-3,4-dihydro-2H-[1,4]diazepino[6,7,1-hi]indol-1-one), C1(=CC=CC=C1)B(O)O (phenylboronic acid). Run in O (H2O). Product: C1(=CC=CC=C1)C=1C(=C2C=CN3C2=C(C1)CNCC3=O)C (6-Phenyl-7-methyl-3,4-dihydro-2H-[1,4]diazepino[6,7,1-hi]indol-1-one). Yield: 70.0%. Reaction SMILES: I[C:2]1[C:3]([CH3:16])=[C:4]2[C:8]3=[C:9]([CH2:11][NH:12][CH2:13][C:14](=[O:15])[N:7]3[CH:6]=[CH:5]2)[CH:10]=1.[C:17]1(B(O)O)[CH:22]=[CH:21][CH:20]=[CH:19][CH:18]=1>O>[C:17]1([C:2]2[C:3]([CH3:16])=[C:4]3[C:8]4=[C:9]([CH2:11][NH:12][CH2:13][C:14](=[O:15])[N:7]4[CH:6]=[CH:5]3)[CH:10]=2)[CH:22]=[CH:21][CH:20]=[CH:19][CH:18]=1. Procedure: Using a procedure as described in Example 50(b), the title compound was synthesized from 6-iodo-7-methyl-3,4-dihydro-2H-[1,4]diazepino[6,7,1-hi]indol-1-one (Example 50(a)), and phenylboronic acid to give a white solid in 70% yield: 1H NMR (DMSO-d6) δ 2.23 (s, 3H), 3.46 (bs, 2H), 4.13 (bs, 2H), 7.17 (t, 1H, J=7.5 Hz), 7.45-7.56 (m, 5H), 7.76 (d, 1H, J=7.5 Hz), 7.84 (d, 1H, J=7.5 Hz), 8.29-8.31 (m, 1H). LRMS (M+) 276. Anal. (C18H16N2).0.4 H2O) C, H, N.